From a dataset of the Open Reaction Database (ORD), a public repository of structured organic reaction records. describe an organic reaction: reactants, conditions, products, and yield The reactants are N1C=CC=2C1=NC=CC2 (1H-pyrrolo[2,3-b]pyridine), C=O (formaldehyde), N1(CCNCC1)C1=C(C#N)C=CC=N1 (2-(1-piperazinyl)nicotinonitrile), C(C)(=O)[O-].[Na+] (sodium acetate). Yields the product N1C(=CC=2C1=NC=CC2)CN2CCN(CC2)C2=C(C#N)C=CC=N2 (2-[4-(1H-pyrrolo[2,3-b]pyridin-2-ylmethyl)-1-piperazinyl]nicotinonitrile). As a reaction SMILES: [NH:1]1[C:5]2=[N:6][CH:7]=[CH:8][CH:9]=[C:4]2[CH:3]=[CH:2]1.[N:10]1([C:16]2[N:23]=[CH:22][CH:21]=[CH:20][C:17]=2[C:18]#[N:19])[CH2:15][CH2:14][NH:13][CH2:12][CH2:11]1.[C:24]([O-])(=O)C.[Na+].C=O>>[NH:1]1[C:5]2=[N:6][CH:7]=[CH:8][CH:9]=[C:4]2[CH:3]=[C:2]1[CH2:24][N:13]1[CH2:12][CH2:11][N:10]([C:16]2[N:23]=[CH:22][CH:21]=[CH:20][C:17]=2[C:18]#[N:19])[CH2:15][CH2:14]1 |f:2.3|. Procedure: 1H-pyrrolo[2,3-b]pyridine (47 mg, 0.40 mmol), 2-(1-piperazinyl)nicotinonitrile (75 mg, 0.48 mmol), sodium acetate (72 mg, 0.53 mmol), and formaldehyde (0.48 mmol) were processed as described in Example 18 to provide the title compound. 1H NMR (300 MHz, DMSO-d6) δ 2.57 (m, 4H) 3.50 (m, 4H) 3.84 (s, 2H) 6.63 (m, 2H) 6.81 (m, 1H) 7.32 (m, 1H) 7.52 (m, 1H) 7.77 (m, 1H) 7.90 (m, 1H). (ESI) m/z 319 (M+H)+.